describe an organic reaction: reactants, conditions, products, and yield From a dataset of the Open Reaction Database (ORD), a public repository of structured organic reaction records. The reactants are Cc1nc(-c2cccc(-c3nc4sccn4c3-c3ccnc(NC4CCCN(C(=O)OC(C)(C)C)C4)n3)c2)no1, CCOC(C)=O, Cl. Product: Cc1nc(-c2cccc(-c3nc4sccn4c3-c3ccnc(NC4CCCNC4)n3)c2)no1. As a reaction SMILES: [C:1]([O:2][C:3](=[O:4])[N:8]1[CH2:9][CH:10]([NH:14][c:15]2[n:16][cH:17][cH:18][c:19](-[c:21]3[c:22](-[c:29]4[cH:30][c:31](-[c:35]5[n:36][o:37][c:38]([CH3:40])[n:39]5)[cH:32][cH:33][cH:34]4)[n:23][c:24]4[s:25][cH:26][cH:27][n:28]34)[n:20]2)[CH2:11][CH2:12][CH2:13]1)([CH3:5])([CH3:6])[CH3:7].[CH3:42][CH2:43][O:44][C:45](=[O:46])[CH3:47].[ClH:41]>>[NH:8]1[CH2:9][CH:10]([NH:14][c:15]2[n:16][cH:17][cH:18][c:19](-[c:21]3[c:22](-[c:29]4[cH:30][c:31](-[c:35]5[n:36][o:37][c:38]([CH3:40])[n:39]5)[cH:32][cH:33][cH:34]4)[n:23][c:24]4[s:25][cH:26][cH:27][n:28]34)[n:20]2)[CH2:11][CH2:12][CH2:13]1. The reactants are CCOC(C)=O, CN(C)C(=S)Nc1cccc(O)c1, CN=C=O, CCCCCC. Yields the product CNC(=O)Oc1cccc(NC(=S)N(C)C)c1. As a reaction SMILES: [CH3:14][CH2:15][O:16][C:17](=[O:18])[CH3:19].[CH3:1][N:2]([C:3](=[S:4])[NH:5][c:6]1[cH:7][c:8]([OH:12])[cH:9][cH:10][cH:11]1)[CH3:13].[CH3:20][N:21]=[C:22]=[O:23].[CH3:24][CH2:25][CH2:26][CH2:27][CH2:28][CH3:29]>>[CH3:1][N:2]([C:3](=[S:4])[NH:5][c:6]1[cH:7][c:8]([O:12][C:22]([NH:21][CH3:20])=[O:23])[cH:9][cH:10][cH:11]1)[CH3:13]. The reactants are CC(=O)Nc1ncc(Sc2nnnn2C)s1, CCO. Yields the product Cn1nnnc1Sc1cnc(N)s1. Reaction SMILES: [C:1](=[O:2])([CH3:3])[NH:4][c:5]1[s:6][c:7]([S:10][c:11]2[n:12][n:13][n:14][n:15]2[CH3:16])[cH:8][n:9]1.[CH3:17][CH2:18][OH:19]>>[NH2:4][c:5]1[s:6][c:7]([S:10][c:11]2[n:12][n:13][n:14][n:15]2[CH3:16])[cH:8][n:9]1. Reactants: ClC(Cl)Cl, O=C(Cl)Cl, COc1ccc(C(O)CN)cc1OC, c1ccncc1. Yields the product COc1ccc(C2CNC(=O)O2)cc1OC. As a reaction SMILES: [CH:25]([Cl:26])([Cl:27])[Cl:28].[Cl:15][C:16]([Cl:17])=[O:18].[NH2:1][CH2:2][CH:3]([OH:4])[c:5]1[cH:6][c:7]([O:13][CH3:14])[c:8]([O:11][CH3:12])[cH:9][cH:10]1.[cH:19]1[cH:20][cH:21][n:22][cH:23][cH:24]1>>[NH:1]1[CH2:2][CH:3]([c:5]2[cH:6][c:7]([O:13][CH3:14])[c:8]([O:11][CH3:12])[cH:9][cH:10]2)[O:4][C:16]1=[O:18]. Starting materials: C(C1=CC=CC=C1)OC=1C=C(C=CC1)Br (3-benzyloxybromobenzene), C(C)OC(=O)N1C(C(CC1)=O)C (1-ethoxycarbonyl-2-methylpyrrolidin-3-one), resultant product, CI (methyl iodide). The product is C(C1=CC=CC=C1)OC=1C=C(C=CC1)C1(C(N(CC1)C(=O)OCC)C)OC ((2RS,3SR)-3-(3-benzyloxyphenyl)-1-ethoxycarbonyl-3-methoxy-2-methylpyrrolidine). Yield: 65.0%. As a reaction SMILES: [CH2:1]([O:8][C:9]1[CH:10]=[C:11](Br)[CH:12]=[CH:13][CH:14]=1)[C:2]1[CH:7]=[CH:6][CH:5]=[CH:4][CH:3]=1.[CH2:16]([O:18][C:19]([N:21]1[CH2:25][CH2:24][C:23](=[O:26])[CH:22]1[CH3:27])=[O:20])[CH3:17].[CH3:28]I>>[CH2:1]([O:8][C:9]1[CH:10]=[C:11]([C:23]2([O:26][CH3:28])[CH2:24][CH2:25][N:21]([C:19]([O:18][CH2:16][CH3:17])=[O:20])[CH:22]2[CH3:27])[CH:12]=[CH:13][CH:14]=1)[C:2]1[CH:7]=[CH:6][CH:5]=[CH:4][CH:3]=1. Procedure: Using an analogous procedure to that described in the portion of Example 1 which is concerned with the preparation of starting materials, 3-benzyloxybromobenzene was reacted with 1-ethoxycarbonyl-2-methylpyrrolidin-3-one (J. Med. Pharm. Chem., 1962, 5, 755) and the resultant product was reacted with methyl iodide to give (2RS,3SR)-3-(3-benzyloxyphenyl)-1-ethoxycarbonyl-3-methoxy-2-methylpyrrolidine in 65% yield as an oil. Reactants: C(CCCCCCCCC)(=O)NCCCCCC(=O)OO (N-decanoyl-6-aminoperoxycaproic acid), methyl ester, C(CCCCCCCCC)NC(CCCCC(=O)O)=O (6-decylamino-6-oxocaproic acid), OO (hydrogen peroxide). The product is C(CCCCCCCCC)NC(CCCCC(=O)OO)=O (6-Decylamino-6-oxoperoxycaproic acid). Run in CS(=O)(=O)O (methanesulfonic acid). Reaction SMILES: [C:1]([NH:12][CH2:13][CH2:14][CH2:15][CH2:16][CH2:17][C:18]([O:20][OH:21])=[O:19])(=O)[CH2:2][CH2:3][CH2:4][CH2:5][CH2:6][CH2:7][CH2:8][CH2:9][CH3:10].C(NC(=O)CCCCC(O)=[O:39])CCCCCCCCC.OO>CS(O)(=O)=O>[CH2:1]([NH:12][C:13](=[O:39])[CH2:14][CH2:15][CH2:16][CH2:17][C:18]([O:20][OH:21])=[O:19])[CH2:2][CH2:3][CH2:4][CH2:5][CH2:6][CH2:7][CH2:8][CH2:9][CH3:10]. Reported procedure: 6-Decylamino-6-oxoperoxycaproic acid was prepared according to the procedure described in Example I for N-decanoyl-6-aminoperoxycaproic acid. Thus, the methyl ester of 6-decylamino-6-oxocaproic acid (29.9 g, 0.10 mol), hydrogen peroxide (17.0 g, 0.50 mol), and 98% methanesulfonic acid (60 mL) were reacted at room temperature for 2 hrs., the reaction mixture poured over ice, and the peroxyacid extracted into 125 mL of 60° C. ethyl acetate. The aqueous layer was discarded and the warm ethyl acetat... Run at temperature -15 celsius. Starting materials: C(C)OC1=CC2=C(C(=CO2)COC2=C3C=C(NC3=CC=C2)C(=O)O)C=C1 (4-(6-Ethoxy-benzofuran-3-ylmethoxy)-1H-indole-2-carboxylic acid), NC1CCC(CC1)(O)CCN1C[C@@H]([C@H](CC1)O)C ((3S,4S)-1-[2-(4-Amino-1-hydroxy-cyclohexyl)-ethyl]-3-methyl-piperidin-4-ol). The product is OC1(CCC(CC1)NC(=O)C=1NC2=CC=CC(=C2C1)OCC1=COC2=C1C=CC(=C2)OCC)CCN2C[C@@H]([C@H](CC2)O)C (4-(6-Ethoxy-benzofuran-3-ylmethoxy)-1H-indole-2-carboxylic acid {4-hydroxy-4-[2-((3S,4S)-4-hydroxy-3-methyl-piperidin-1-yl)-ethyl]-cyclohexyl}-amide). As a reaction SMILES: [CH2:1]([O:3][C:4]1[CH:26]=[CH:25][C:7]2[C:8]([CH2:11][O:12][C:13]3[CH:21]=[CH:20][CH:19]=[C:18]4[C:14]=3[CH:15]=[C:16]([C:22](O)=[O:23])[NH:17]4)=[CH:9][O:10][C:6]=2[CH:5]=1)[CH3:2].[NH2:27][CH:28]1[CH2:33][CH2:32][C:31]([CH2:35][CH2:36][N:37]2[CH2:42][CH2:41][C@H:40]([OH:43])[C@@H:39]([CH3:44])[CH2:38]2)([OH:34])[CH2:30][CH2:29]1>>[OH:34][C:31]1([CH2:35][CH2:36][N:37]2[CH2:42][CH2:41][C@H:40]([OH:43])[C@@H:39]([CH3:44])[CH2:38]2)[CH2:32][CH2:33][CH:28]([NH:27][C:22]([C:16]2[NH:17][C:18]3[C:14]([CH:15]=2)=[C:13]([O:12][CH2:11][C:8]2[C:7]4[CH:25]=[CH:26][C:4]([O:3][CH2:1][CH3:2])=[CH:5][C:6]=4[O:10][CH:9]=2)[CH:21]=[CH:20][CH:19]=3)=[O:23])[CH2:29][CH2:30]1. Procedure: This compound is synthesized analogously to example 1 from 4-(6-ethoxy-benzofuran-3-ylmethoxy)-1H-indole-2-carboxylic acid 30a and amine 14. Conditions: time 5 minute. Reaction SMILES: [C:1]([O:5][C:6]([NH:8][CH2:9][C@@H:10]([CH3:14])[C:11]([O-:13])=O)=[O:7])([CH3:4])([CH3:3])[CH3:2].CN1CCOCC1.ClC(OCC(C)C)=O.C1(C)C(S(O)(=O)=O)=CC=CC=1.[NH2:41][CH2:42][C@@H:43]([CH2:54][CH:55]([CH3:57])[CH3:56])[C:44]([O:46][CH2:47][C:48]1[CH:53]=[CH:52][CH:51]=[CH:50][CH:49]=1)=[O:45]>C1COCC1.CN(C=O)C>[C:1]([O:5][C:6]([NH:8][CH2:9][C@@H:10]([CH3:14])[C:11]([NH:41][CH2:42][C@@H:43]([CH2:54][CH:55]([CH3:57])[CH3:56])[C:44]([O:46][CH2:47][C:48]1[CH:53]=[CH:52][CH:51]=[CH:50][CH:49]=1)=[O:45])=[O:13])=[O:7])([CH3:2])([CH3:3])[CH3:4] |f:3.4|. Yield: 86.8%. The product is C(C)(C)(C)OC(=O)NC[C@H](C(=O)NC[C@H](C(=O)OCC1=CC=CC=C1)CC(C)C)C (Benzyl (2R)-2-{(2R)-3-[(tert-Butoxy)carbonylamino]-2methylpropanoyl amino methyl}-4-methylpentanoate). Reactants: C=1(C(=CC=CC1)S(=O)(=O)O)C.NC[C@H](C(=O)OCC1=CC=CC=C1)CC(C)C (benzyl (2R)-2-aminomethyl4methylpentanoate toluenesulfonate), C(C)(C)(C)OC(=O)NC[C@H](C(=O)[O-])C ((2R)-3-(tert-butoxy)carbonylamino-2-methylpropanoate), CN1CCOCC1 (NMM), ClC(=O)OCC(C)C (isobutyl chloroformate), CN1CCOCC1 (NMM). The solvent is C1CCOC1 (THF), CN(C)C=O (DMF). Procedure: A solution of (2R)-3-(tert-butoxy)carbonylamino-2-methylpropanoate (0.81 g, 4.0 mmol) in THF (20 ml) was cooled under Ar to −15° and successively treated with NMM (0.46 ml, 4.2 mmol), isobutyl chloroformate (0.55 ml, 4.2 mmol) and, after stirring for 5 min, a precooled solution of benzyl (2R)-2-aminomethyl4methylpentanoate toluenesulfonate ((2),1.79 g, 4.4 mmol) and NMM (0.48 ml, 4.4 mmol) in DMF (10 ml). The mixture was allowed to warm to r.t. over a period of 2 h and stirring was continued for... Starting materials: Cl (HCl), O[C@H]1C=C([C@@H](C2(CCCC2)C1)C(=O)O)C (trans-9-hydroxy-7-methylspiro[4.5]dec-7-ene-6-carboxylic acid), CI (methyl iodide), C([O-])([O-])=O.[K+].[K+] (potassium carbonate). Run in CN(C)C=O (DMF). Conditions: time 30 minute. Yields the product O[C@H]1C=C([C@@H](C2(CCCC2)C1)C(=O)OC)C (trans-methyl 9-hydroxy-7-methylspiro[4.5]dec-7-ene-6-carboxylate). The yield is 36.0%. As a reaction SMILES: [OH:1][C@@H:2]1[CH2:11][C:6]2([CH2:10][CH2:9][CH2:8][CH2:7]2)[C@@H:5]([C:12]([OH:14])=[O:13])[C:4]([CH3:15])=[CH:3]1.[C:16](=O)([O-])[O-].[K+].[K+].CI.Cl>CN(C=O)C>[OH:1][C@@H:2]1[CH2:11][C:6]2([CH2:7][CH2:8][CH2:9][CH2:10]2)[C@@H:5]([C:12]([O:14][CH3:16])=[O:13])[C:4]([CH3:15])=[CH:3]1 |f:1.2.3|. Reported procedure: At 5° C., a solution of the crude trans-9-hydroxy-7-methylspiro[4.5]dec-7-ene-6-carboxylic acid obtained (22.7 g) in DMF (150 ml) was treated with potassium carbonate (16.3 g, 118 mmol) and stirred for 30 min. The resulting mixture was then treated within 6 min. with methyl iodide (13.4 ml, 215 mmol), stirred for 2 h at 20° C., poured into cold 2N aqueous HCl (200 ml), and extracted twice with hexane (150 ml). The combined organic phases were washed with water (100 ml), with a saturated aqueous ...